This data is from the Open Reaction Database (ORD), a public repository of structured organic reaction records. The task is: describe an organic reaction: reactants, conditions, products, and yield The reactants are NC1=C(C(=O)O)C=C(C=C1)F (2-amino-5-fluorobenzoic acid), CN(C=O)C (N,N-dimethylformamide), BrN1C(CCC1=O)=O (N-bromosuccinimide). The solvent is O (water). Reaction conditions: time 5 hour. Yields the product NC1=C(C(=O)O)C=C(C=C1Br)F (2-amino-3-bromo-5-fluorobenzoic acid). The yield is 36.5%. Reaction SMILES: [NH2:1][C:2]1[CH:10]=[CH:9][C:8]([F:11])=[CH:7][C:3]=1[C:4]([OH:6])=[O:5].CN(C)C=O.[Br:17]N1C(=O)CCC1=O>O>[NH2:1][C:2]1[C:10]([Br:17])=[CH:9][C:8]([F:11])=[CH:7][C:3]=1[C:4]([OH:6])=[O:5]. Procedure: To a mixture of 0.78 g of 2-amino-5-fluorobenzoic acid and 100 ml of N,N-dimethylformamide was added 1.1 g of N-bromosuccinimide at room temperature, and the mixture was stirred at room temperature for 5 hours. After water was added to the reaction mixture, a deposited precipitate was collected by filtration, and then washed with acetone to obtain 0.43 g of 2-amino-3-bromo-5-fluorobenzoic acid of the formula: Reactants: [Cl-], Cl, O=N[O-], Cc1cccc(C)c1Nn1c(N)cc(=O)[nH]c1=O, [Na+], O. Product: Cc1cccc(C)c1Nn1c(Cl)cc(=O)[nH]c1=O. As a reaction SMILES: [Cl-:24].[ClH:19].[N:20]([O-:21])=[O:22].[NH2:1][c:2]1[cH:3][c:4](=[O:18])[nH:5][c:6](=[O:17])[n:7]1[NH:8][c:9]1[c:10]([CH3:16])[cH:11][cH:12][cH:13][c:14]1[CH3:15].[Na+:23].[OH2:25]>>[c:2]1([Cl:19])[cH:3][c:4](=[O:18])[nH:5][c:6](=[O:17])[n:7]1[NH:8][c:9]1[c:10]([CH3:16])[cH:11][cH:12][cH:13][c:14]1[CH3:15]. Product: Cc1[nH]cnc1CSCCN=C(NC#N)NC#N. The reactants are CSC(=NCCSCc1nc[nH]c1C)NC#N, CCO, N#CN, [Na]. Reaction SMILES: [C:5](#[N:6])[NH:7][C:8]([S:9][CH3:10])=[N:11][CH2:12][CH2:13][S:14][CH2:15][c:16]1[n:17][cH:18][nH:19][c:20]1[CH3:21].[CH3:22][CH2:23][OH:24].[NH2:2][C:3]#[N:4].[Na:1]>>[NH:2]([C:3]#[N:4])[C:8]([NH:7][C:5]#[N:6])=[N:11][CH2:12][CH2:13][S:14][CH2:15][c:16]1[n:17][cH:18][nH:19][c:20]1[CH3:21]. Starting materials: CCN=C=NCCCN(C)C, CN(C)C=O, O=C(O)c1ccc(Cl)c(C(F)(F)F)c1, Cl, Nc1cccc(Oc2ccc3nc(NC(=O)C4CC4)cn3n2)c1, O, On1nnc2ccccc21. Product: O=C(Nc1cccc(Oc2ccc3nc(NC(=O)C4CC4)cn3n2)c1)c1ccc(Cl)c(C(F)(F)F)c1. Reaction SMILES: [CH3:39][N:40]([CH3:41])[CH2:42][CH2:43][CH2:44][N:45]=[C:46]=[N:47][CH2:48][CH3:49].[CH3:60][N:61]([CH3:62])[CH:63]=[O:64].[Cl:24][c:25]1[c:26]([C:34]([F:35])([F:36])[F:37])[cH:27][c:28]([C:29](=[O:30])[OH:31])[cH:32][cH:33]1.[ClH:38].[NH2:1][c:2]1[cH:3][c:4]([O:5][c:6]2[cH:7][cH:8][c:9]3[n:10]([n:11]2)[cH:12][c:13]([NH:15][C:16](=[O:17])[CH:18]2[CH2:19][CH2:20]2)[n:14]3)[cH:21][cH:22][cH:23]1.[OH2:65].[OH:50][n:51]1[c:52]2[cH:53][cH:54][cH:55][cH:56][c:57]2[n:58][n:59]1>>[NH:1]([c:2]1[cH:3][c:4]([O:5][c:6]2[cH:7][cH:8][c:9]3[n:10]([n:11]2)[cH:12][c:13]([NH:15][C:16](=[O:17])[CH:18]2[CH2:19][CH2:20]2)[n:14]3)[cH:21][cH:22][cH:23]1)[C:29]([c:28]1[cH:27][c:26]([C:34]([F:35])([F:36])[F:37])[c:25]([Cl:24])[cH:33][cH:32]1)=[O:30].